From a dataset of the Open Reaction Database (ORD), a public repository of structured organic reaction records. describe an organic reaction: reactants, conditions, products, and yield Starting materials: ClC1=C(C=NC2=CC(=CC=C12)Cl)S(=O)(=O)N1CCN(CC1)C(=O)C1=C(N=C(S1)C1=CC=NC=C1)C (1-(4,7-dichloroquinoline-3-sulfonyl)-4-[4-methyl-2-(4-pyridyl)-5-thiazolecarbonyl]piperazine). Reagents/catalysts: [Zn] (zinc). Run in C(C)(=O)O (acetic acid). Reaction conditions: temperature 80 celsius, time 2 hour. The product is ClC1=CC=C2C=C(C=NC2=C1)S(=O)(=O)N1CCN(CC1)C(=O)C1=C(N=C(S1)C1=CC=NC=C1)C (1-(7-chloroquinoline-3-sulfonyl)-4-[4-methyl-2-(4-pyridyl)-5-thiazolecarbonyl]piperazine). Yield: 22.9%. As a reaction SMILES: Cl[C:2]1[C:11]2[C:6](=[CH:7][C:8]([Cl:12])=[CH:9][CH:10]=2)[N:5]=[CH:4][C:3]=1[S:13]([N:16]1[CH2:21][CH2:20][N:19]([C:22]([C:24]2[S:28][C:27]([C:29]3[CH:34]=[CH:33][N:32]=[CH:31][CH:30]=3)=[N:26][C:25]=2[CH3:35])=[O:23])[CH2:18][CH2:17]1)(=[O:15])=[O:14]>C(O)(=O)C.[Zn]>[Cl:12][C:8]1[CH:7]=[C:6]2[C:11]([CH:2]=[C:3]([S:13]([N:16]3[CH2:17][CH2:18][N:19]([C:22]([C:24]4[S:28][C:27]([C:29]5[CH:30]=[CH:31][N:32]=[CH:33][CH:34]=5)=[N:26][C:25]=4[CH3:35])=[O:23])[CH2:20][CH2:21]3)(=[O:14])=[O:15])[CH:4]=[N:5]2)=[CH:10][CH:9]=1. Procedure details: A suspension of 1-(4,7-dichloroquinoline-3-sulfonyl)-4-[4-methyl-2-(4-pyridyl)-5-thiazolecarbonyl]piperazine (200 mg) and zinc powder (250 mg) in acetic acid (6 ml) was stirred at 80° C. for 2 hours, the mixture was concentrated. The residue was dissolved in dichloromethane-methanol, and insoluble materials were filtered off. The filtrate was concentrated to give brown solid which was successively washed with 1 N hydrochloric acid, sodium hydrogen carbonate solution and water, and dried to affor...